From a dataset of the Open Reaction Database (ORD), a public repository of structured organic reaction records. describe an organic reaction: reactants, conditions, products, and yield Reactants: BrC=1C=CC2=C(C=C(CCS2(=O)=O)C(=O)OC)C1 (methyl 7-bromo-1,1-dioxo-2,3-dihydro-1-benzothiepine-4-carboxylate), B(OC1=CC=C(C=C1)SCCCC)([O-])[O-] (4-(butylthio)phenyl borate), C([O-])([O-])=O.[K+].[K+] (potassium carbonate). The reagents and catalysts are C=1C=CC(=CC1)[P](C=2C=CC=CC2)(C=3C=CC=CC3)[Pd]([P](C=4C=CC=CC4)(C=5C=CC=CC5)C=6C=CC=CC6)([P](C=7C=CC=CC7)(C=8C=CC=CC8)C=9C=CC=CC9)[P](C=1C=CC=CC1)(C=1C=CC=CC1)C=1C=CC=CC1 (tetrakistriphenylphosphinepalladium). Run in C1(=CC=CC=C1)C.C(C)O.O (toluene ethanol water). Conditions: time 30 minute. Product: CCCCSC1=C(C=CC=C1)C=1C=CC2=C(C=C(CCS2(=O)=O)C(=O)OC)C1 (methyl 7-[(4-butylthio)phenyl]-1,1-dioxo-2,3-dihydro-1-benzothiepine-4-carboxylate). The yield is 74.1%. RXN SMILES: Br[C:2]1[CH:3]=[CH:4][C:5]2[S:11](=[O:13])(=[O:12])[CH2:10][CH2:9][C:8]([C:14]([O:16][CH3:17])=[O:15])=[CH:7][C:6]=2[CH:18]=1.B([O-])([O-])O[C:21]1[CH:26]=[CH:25][C:24]([S:27][CH2:28][CH2:29][CH2:30][CH3:31])=[CH:23][CH:22]=1.C(=O)([O-])[O-].[K+].[K+]>C1(C)C=CC=CC=1.C(O)C.O.C1C=CC([P]([Pd]([P](C2C=CC=CC=2)(C2C=CC=CC=2)C2C=CC=CC=2)([P](C2C=CC=CC=2)(C2C=CC=CC=2)C2C=CC=CC=2)[P](C2C=CC=CC=2)(C2C=CC=CC=2)C2C=CC=CC=2)(C2C=CC=CC=2)C2C=CC=CC=2)=CC=1>[CH3:31][CH2:30][CH2:29][CH2:28][S:27][C:24]1[CH:25]=[CH:26][CH:21]=[CH:22][C:23]=1[C:2]1[CH:3]=[CH:4][C:5]2[S:11](=[O:13])(=[O:12])[CH2:10][CH2:9][C:8]([C:14]([O:16][CH3:17])=[O:15])=[CH:7][C:6]=2[CH:18]=1 |f:2.3.4,5.6.7,^1:54,56,75,94|. Procedure: In toluene/ethanol/water (10/1/1.2 ml) was dissolved methyl 7-bromo-1,1-dioxo-2,3-dihydro-1-benzothiepine-4-carboxylate (730 mg), and to the solution were added 4-(butylthio)phenyl borate (780 mg) and potassium carbonate (620 mg). The mixture was stirred at room temperature for 30 minutes. To the mixture was added tetrakistriphenylphosphinepalladium (127 mg), and the mixture was stirred at 90° C. for 16 hours, cooled to room temperature, extracted with ethyl acetate, washed with saturated brine ... Reactants: Clc1ccc(C#Cc2ccc(Br)cc2)cc1, C1CCOC1, O=CN1CCCCC1, I, N#N. Product: O=Cc1ccc(C#Cc2ccc(Cl)cc2)cc1. Reaction SMILES: [Br:1][c:2]1[cH:3][cH:4][c:5]([C:8]#[C:9][c:10]2[cH:11][cH:12][c:13]([Cl:16])[cH:14][cH:15]2)[cH:6][cH:7]1.[CH2:28]1[O:29][CH2:30][CH2:31][CH2:32]1.[CH:20](=[O:21])[N:22]1[CH2:23][CH2:24][CH2:25][CH2:26][CH2:27]1.[I:19].[N:17]#[N:18]>>[c:2]1([CH:20]=[O:21])[cH:3][cH:4][c:5]([C:8]#[C:9][c:10]2[cH:11][cH:12][c:13]([Cl:16])[cH:14][cH:15]2)[cH:6][cH:7]1. Reactants: BrCC1=CC=C(OC2=C(C=CC=C2)CC(=O)OCC)C=C1 (ethyl 2-(4-bromomethylphenoxy)phenylacetate), C(C)C1=C2CCC(NC2=CC(=N1)CC)=O (5,7-diethyl-1,2,3,4-tetrahydro-1,6-naphthyridin-2-one), CC(C)([O-])C.[K+] (potassium t-butoxide), O1CCOCCOCCOCCOCCOCC1 (1,4,7,10,13,16-hexaoxacyclooctadecane), [Cl-].[Na+] (sodium chloride). Solvent: O1CCCC1 (tetrahydrofuran). The product is C(C)C1=NC=2CCCCC2C(=C1)OCC1=CC=C(OC2=C(C=CC=C2)CC(=O)OCC)C=C1 (ethyl 2-[4-((2-ethyl-5,6,7,8-tetrahydroquinolin-4-yl)oxymethyl)phenoxy]phenylacetate). The yield is 18.4%. As a reaction SMILES: Br[CH2:2][C:3]1[CH:21]=[CH:20][C:6]([O:7][C:8]2[CH:13]=[CH:12][CH:11]=[CH:10][C:9]=2[CH2:14][C:15]([O:17][CH2:18][CH3:19])=[O:16])=[CH:5][CH:4]=1.[CH2:22]([C:24]1[N:33]=[C:32]([CH2:34][CH3:35])[CH:31]=[C:30]2[C:25]=1[CH2:26][CH2:27][C:28](=O)N2)C.CC(C)([O-:40])C.[K+].O1CCOCCOCCOCCOCCOCC1.[Cl-].[Na+]>O1CCCC1>[CH2:34]([C:32]1[CH:31]=[C:30]([O:40][CH2:2][C:3]2[CH:21]=[CH:20][C:6]([O:7][C:8]3[CH:13]=[CH:12][CH:11]=[CH:10][C:9]=3[CH2:14][C:15]([O:17][CH2:18][CH3:19])=[O:16])=[CH:5][CH:4]=2)[C:25]2[CH2:26][CH2:27][CH2:28][CH2:22][C:24]=2[N:33]=1)[CH3:35] |f:2.3,5.6|. Procedure: A mixture of compound C (2.34 g), 5,7-diethyl-1,2,3,4-tetrahydro-1,6-naphthyridin-2-one (1.02 g), potassium t-butoxide (0.57 g) and 1,4,7,10,13,16-hexaoxacyclooctadecane (132 mg) in dry tetrahydrofuran (50 ml) was heated under reflux for 36 hours. Saturated sodium chloride solution (100 ml) was added and the mixture was extracted with ether (2×100 ml). The combined extracts were dried (MgSO4) and concentrated by evaporation. The residue was purified by flash chromatography, eluting with ethyl ac...